describe an organic reaction: reactants, conditions, products, and yield From a dataset of the Open Reaction Database (ORD), a public repository of structured organic reaction records. Starting materials: C1CCNC1, COc1ccc(-c2oncc2C(=O)O)cc1. The product is COc1ccc(-c2oncc2C(=O)N2CCCC2)cc1. RXN SMILES: [CH2:17]1[CH2:18][CH2:19][NH:20][CH2:21]1.[CH3:1][O:2][c:3]1[cH:4][cH:5][c:6](-[c:9]2[c:10]([C:14](=[O:15])[OH:16])[cH:11][n:12][o:13]2)[cH:7][cH:8]1>>[CH3:1][O:2][c:3]1[cH:4][cH:5][c:6](-[c:9]2[c:10]([C:14](=[O:16])[N:20]3[CH2:19][CH2:18][CH2:17][CH2:21]3)[cH:11][n:12][o:13]2)[cH:7][cH:8]1. The product is ClCC1=CC2=C(OC(O2)(F)F)C=C1 (5-chloromethyl-2,2-difluoro-benzo[1,3]dioxole). As a reaction SMILES: [F:1][C:2]1([F:13])[O:6][C:5]2[CH:7]=[CH:8][C:9]([CH2:11]O)=[CH:10][C:4]=2[O:3]1.[Cl:14]CCl>>[Cl:14][CH2:11][C:9]1[CH:8]=[CH:7][C:5]2[O:6][C:2]([F:13])([F:1])[O:3][C:4]=2[CH:10]=1. Starting materials: 5-Chloromethyl-2,2-difluoro-benzo[1,3]dioxole Thionyl chloride, FC1(OC2=C(O1)C=CC(=C2)CO)F ((2,2-difluoro-benzo[1,3]dioxol-5-yl)-methanol), ClCCl (dichloromethane). Run at time 8 hour. Procedure details: 5-Chloromethyl-2,2-difluoro-benzo[1,3]dioxole Thionyl chloride (45 g, 38 mmol) was slowly added to a solution of (2,2-difluoro-benzo[1,3]dioxol-5-yl)-methanol (7.2 g, 38 mmol) in dichloromethane (200 mL) at 0° C. The resulting mixture was stirred overnight at room temperature and then evaporated to dryness. The residue was partitioned between an aqueous solution of saturated sodium bicarbonate (100 mL) and dichloromethane (100 mL). The separated aqueous layer was extracted with dichloromethane (... RXN SMILES: [Cl:1][C:2]1[CH:3]=[C:4]([CH:14]=[CH:15][CH:16]=1)[CH2:5][NH:6][CH2:7][CH:8]=[CH:9][CH2:10][CH2:11]CC.[Cl:17][CH:18]([Cl:22])[C:19](Cl)=[O:20]>C1(C)C=CC=CC=1>[Cl:1][C:2]1[CH:3]=[C:4]([CH:14]=[CH:15][CH:16]=1)[CH2:5][N:6]([CH2:7][CH:8]=[CH:9][CH2:10][CH3:11])[C:19](=[O:20])[CH:18]([Cl:22])[Cl:17]. Procedure: 2 g of N-(3-chlorobenzyl)-N-(2-heptenyl)amine was dissolved in 40 ml of toluene, to which 1.7 g of 2,2-dichloroacetyl chloride was dropped under stirring gradually at a room temperature. After stirring for 20 min, deposited insoluble matters were filtered and then 50 ml of toluene was added. The toluene solution was washed with an aqueous saturated solution of sodium hydrogen carbonate and with a saturated solution of sodium chloride respectively each by twice. After dying with anhydrous sodium ... Reactants: ClC=1C=C(CNCC=CCCCC)C=CC1 (N-(3-chlorobenzyl)-N-(2-heptenyl)amine), ClC(C(=O)Cl)Cl (2,2-dichloroacetyl chloride). Yields the product ClC=1C=C(CN(C(C(Cl)Cl)=O)CC=CCC)C=CC1 (N-(3-chlorobenzyl)-N-(2-pentenyl)-2,2-dichloroacetamide). Run in C1(=CC=CC=C1)C (toluene).